Task: describe an organic reaction: reactants, conditions, products, and yield. Dataset: the Open Reaction Database (ORD), a public repository of structured organic reaction records The reactants are BrN1C(CCC1=O)=O (N-bromosuccinimide), 2,2′-azobis-2-methylpropanenitrile, ClC1=CC=C(C=C1)CC(=O)O (4-chlorophenylacetic acid). The solvent is ClCC(Cl)(Cl)Cl (tetrachloroethane). Run at temperature 0 celsius. Yields the product BrC(C(=O)O)C1=CC=C(C=C1)Cl (Bromo-(4-chlorophenyl)acetic acid). RXN SMILES: [Cl:1][C:2]1[CH:7]=[CH:6][C:5]([CH2:8][C:9]([OH:11])=[O:10])=[CH:4][CH:3]=1.[Br:12]N1C(=O)CCC1=O>ClCC(Cl)(Cl)Cl>[Br:12][CH:8]([C:5]1[CH:4]=[CH:3][C:2]([Cl:1])=[CH:7][CH:6]=1)[C:9]([OH:11])=[O:10]. Reported procedure: 80.0 g (469 mmol) of 4-chlorophenylacetic acid are dissolved in 200 ml of tetrachloroethane under argon and heated under RF. While boiling, 100 g (563 mmol) of N-bromosuccinimide and 7.70 g (46.9 mmol) of 2,2′-azobis-2-methylpropanenitrile are added, and the mixture is heated under RF overnight. It is then cooled to 0° C. and filtered with suction, the precipitate is washed with cold tetrachloromethane, and the filtrate is concentrated. The residue is dissolved in diethyl ether and extracted thr... Starting materials: N(=O)OC(C)(C)C (Tert-butyl nitrite), ClC1=C(C=C(C=N1)N)C (6-chloro-5-methylpyridine-3-amine), C(C(F)(F)F)O (trifluoroethanol), C(=O)(C(F)(F)F)O (TFA), C([O-])([O-])=O.[K+].[K+] (potassium carbonate). Conditions: time 1 hour. Product: ClC1=NC=C(C=C1C)OCC(F)(F)F (2-chloro-3-methyl-5-(2,2,2-trifluoroethoxy)pyridine). Yield: 41.2%. As a reaction SMILES: N(OC(C)(C)C)=O.[Cl:8][C:9]1[N:14]=[CH:13][C:12](N)=[CH:11][C:10]=1[CH3:16].[CH2:17]([OH:22])[C:18]([F:21])([F:20])[F:19].C(O)(C(F)(F)F)=O.C(=O)([O-])[O-].[K+].[K+]>>[Cl:8][C:9]1[C:10]([CH3:16])=[CH:11][C:12]([O:22][CH2:17][C:18]([F:21])([F:20])[F:19])=[CH:13][N:14]=1 |f:4.5.6|. Procedure details: Tert-butyl nitrite (1.60 g, 0.0156 mol, Sigma-Aldrich) was added drop wise to a stirred solution of 6-chloro-5-methylpyridine-3-amine (2.0 g, 0.0140 mol) in trifluoroethanol (10.05 g, 0.100 mol) and TFA (2.42 g, 0.0212 mol) at ambient temperature, followed by slow addition of potassium carbonate (4.40 g). The reaction mixture was stirred at ambient temperature for 1 h. The reaction mixture was poured into ice-cold water and extracted with ethyl acetate (2×300 mL). The combined organic layer were... Starting materials: NCCC1=C2CC(NC2=CC=C1)=O (4-(2-aminoethyl)-2(3H)-indolone), C(C1=CC=CC=C1)OC1=CC=C(C=C1)CC=O (4-benzyloxyphenylacetaldehyde), [H][H] (hydrogen). The reagents and catalysts are [Pd] (palladium-on-charcoal). The solvent is C(C)O (ethanol). Product: OC1=CC=C(CCNCCC2=C3CC(NC3=CC=C2)=O)C=C1 (4-[2-(4-hydroxyphenethylamino)-ethyl]-2(3H)-indolone). Reaction SMILES: [NH2:1][CH2:2][CH2:3][C:4]1[CH:12]=[CH:11][CH:10]=[C:9]2[C:5]=1[CH2:6][C:7](=[O:13])[NH:8]2.C([O:21][C:22]1[CH:27]=[CH:26][C:25]([CH2:28][CH:29]=O)=[CH:24][CH:23]=1)C1C=CC=CC=1.[H][H]>[Pd].C(O)C>[OH:21][C:22]1[CH:27]=[CH:26][C:25]([CH2:28][CH2:29][NH:1][CH2:2][CH2:3][C:4]2[CH:12]=[CH:11][CH:10]=[C:9]3[C:5]=2[CH2:6][C:7](=[O:13])[NH:8]3)=[CH:24][CH:23]=1. Procedure details: A mixture of 0.9 g of 4-(2-aminoethyl)-2(3H)-indolone, 0.23 g of 4-benzyloxyphenylacetaldehyde, 0.25 g of 10% palladium-on-charcoal and 100 ml of ethanol is hydrogenated at 50 p.s.i. at 50° until the uptake of hydrogen is complete. After filtration, the mother liquors are evaporated to give 4-[2-(4-hydroxyphenethylamino)-ethyl]-2(3H)-indolone as the residue. This base in alcohol is treated with an excess of methanesulfonic acid to give the methanesulfonate salt.